From a dataset of the Open Reaction Database (ORD), a public repository of structured organic reaction records. describe an organic reaction: reactants, conditions, products, and yield Starting materials: ClCCCBr, C=C(C)n1c(=O)[nH]c2ccccc21, CN(C)C=O, [H-], [Na+]. Yields the product C=C(C)n1c(=O)n(CCCCl)c2ccccc21. As a reaction SMILES: [Br:16][CH2:17][CH2:18][CH2:19][Cl:20].[CH3:1][C:2](=[CH2:3])[n:4]1[c:5](=[O:13])[nH:6][c:7]2[c:8]1[cH:9][cH:10][cH:11][cH:12]2.[CH3:21][N:22]([CH3:23])[CH:24]=[O:25].[H-:14].[Na+:15]>>[CH3:1][C:2](=[CH2:3])[n:4]1[c:5](=[O:13])[n:6]([CH2:17][CH2:18][CH2:19][Cl:20])[c:7]2[c:8]1[cH:9][cH:10][cH:11][cH:12]2.